This data is from the Open Reaction Database (ORD), a public repository of structured organic reaction records. The task is: describe an organic reaction: reactants, conditions, products, and yield Starting materials: CN(C)CCO, ClCCl, O=C(Cl)c1cccc(-c2nc(NC(=O)C3(c4ccc5c(c4)OC(F)(F)O5)CC3)cc3ccccc23)c1. Product: CN(C)CCOC(=O)c1cccc(-c2nc(NC(=O)C3(c4ccc5c(c4)OC(F)(F)O5)CC3)cc3ccccc23)c1. Reaction SMILES: [CH3:1][N:2]([CH2:3][CH2:4][OH:5])[CH3:6].[Cl:43][CH2:44][Cl:45].[F:7][C:8]1([F:42])[O:9][c:10]2[c:11]([cH:13][cH:14][c:15]([C:17]3([C:20](=[O:21])[NH:22][c:23]4[n:24][c:25](-[c:33]5[cH:34][c:35]([C:36](=[O:37])[Cl:38])[cH:39][cH:40][cH:41]5)[c:26]5[cH:27][cH:28][cH:29][cH:30][c:31]5[cH:32]4)[CH2:18][CH2:19]3)[cH:16]2)[O:12]1>>[CH3:1][N:2]([CH2:3][CH2:4][O:5][C:36]([c:35]1[cH:34][c:33](-[c:25]2[n:24][c:23]([NH:22][C:20]([C:17]3([c:15]4[cH:14][cH:13][c:11]5[c:10]([cH:16]4)[O:9][C:8]([F:7])([F:42])[O:12]5)[CH2:18][CH2:19]3)=[O:21])[cH:32][c:31]3[c:26]2[cH:27][cH:28][cH:29][cH:30]3)[cH:41][cH:40][cH:39]1)=[O:37])[CH3:6]. Starting materials: O-benzyihydroxylamine hydrochloride, CN1CCOCC1 (NMM), CN(C)C=O (DMF), C(CCCCCCC)N(S(=O)(=O)C1=CC=C(C=C1)C)CC(=O)O ([Octyl-(toluene-4-sulfonyl)amino]-acetic acid), C=1C=CC2=C(C1)N=NN2O (HOBt), CN(C)C=O (DMF), CN1CCOCC1 (NMM), C(CCl)Cl (EDC). Run at time 48 hour. Yields the product C(C1=CC=CC=C1)ONC(CN(S(=O)(=O)C1=CC=C(C=C1)C)CCCCCCCC)=O (N-Benzyloxy-2-[octyl-(toluene-4-sulfonyl)amino]-acetamide). The yield is 37.0%. As a reaction SMILES: [CH2:1]([N:9]([CH2:20][C:21]([OH:23])=O)[S:10]([C:13]1[CH:18]=[CH:17][C:16]([CH3:19])=[CH:15][CH:14]=1)(=[O:12])=[O:11])[CH2:2][CH2:3][CH2:4][CH2:5][CH2:6][CH2:7][CH3:8].CN1[CH2:30][CH2:29][O:28]CC1.C(Cl)CCl.[CH:35]1[CH:36]=[CH:37]C2N(O)N=N[C:39]=2[CH:40]=1.C[N:46](C=O)C>>[CH2:29]([O:28][NH:46][C:21](=[O:23])[CH2:20][N:9]([CH2:1][CH2:2][CH2:3][CH2:4][CH2:5][CH2:6][CH2:7][CH3:8])[S:10]([C:13]1[CH:14]=[CH:15][C:16]([CH3:19])=[CH:17][CH:18]=1)(=[O:11])=[O:12])[C:30]1[CH:37]=[CH:36][CH:35]=[CH:40][CH:39]=1. Procedure: [Octyl-(toluene-4-sulfonyl)amino]-acetic acid (4.0 g, 0.012 mol) was taken up in DMF (150 ml) and treated at room temperature with NMM (1.55 ml, 0.014 mol) followed by EDC (2.92 g, 0.015 mol). The reaction mixture was allowed to stir for 15 minutes at room temperature before the addition of HOBt (2.1 g, 0.016 mol). The reaction mixture was left to stir for a further 20 minutes before a mixture of O-benzyihydroxylamine hydrochloride (1.87 g, 0.012 mol) and NMM (2.6 ml, 0.024 mol) in DMF (50 ml) w... Reactants: [OH-].[Na+] (sodium hydroxide), [Cl-].[Na+] (sodium chloride), Br.BrC=1C=C2CC(CC2=CC1)N ((±)-5-bromo-2-aminoindane hydrobromide), C(C)(=O)OC(C)C (isopropyl acetate). Solvent: O (water). Run at temperature 22.5 celsius. Yields the product solution, BrC=1C=C2CC(CC2=CC1)N ((±)-5-bromo-2-aminoindane). RXN SMILES: Br.[Br:2][C:3]1[CH:4]=[C:5]2[C:9](=[CH:10][CH:11]=1)[CH2:8][CH:7]([NH2:12])[CH2:6]2.C(OC(C)C)(=O)C.[OH-].[Na+].[Cl-].[Na+]>O>[Br:2][C:3]1[CH:4]=[C:5]2[C:9](=[CH:10][CH:11]=1)[CH2:8][CH:7]([NH2:12])[CH2:6]2 |f:0.1,3.4,5.6|. Reported procedure: A solution of 118.8 g of 2-aminoindane hydrochloride in 594 mL of water is heated to a temperature of 58-60° C. and 120.0 g of bromine is added over a period of 50 minutes while maintaining an internal temperature at 58 to 62° C. The mixture is stirred at 60-62° C. for 1 hour and 107 mL of hydrobromic (48%) is added over a period of 5 minutes while maintaining the internal temperature of 60-62° C. The mixture is stirred for an additional 10 minutes. The reaction mixture is cooled to an internal ...